This data is from the Open Reaction Database (ORD), a public repository of structured organic reaction records. The task is: describe an organic reaction: reactants, conditions, products, and yield Starting materials: [OH-].[Na+] (sodium hydroxide), N1(C=CC2=CC=CC=C12)C=1C=C(C=CC1)NC1=NC=CC=C1[N+](=O)[O-] (2-[3-(indol-1-yl)phenylamino]-3-nitropyridine), C(C)(=O)OC(C)=O (acetic anhydride), [Cl-].[Al+3].[Cl-].[Cl-] (aluminum chloride). Solvent: C(Cl)Cl (methylene chloride). Reaction conditions: time 3 hour. The product is C(C)(=O)C1=CN(C2=CC=CC=C12)C=1C=C(C=CC1)NC1=NC=CC=C1[N+](=O)[O-] (2-[3-(3-acetylindol-1-yl)phenylamino]-3-nitropyridine). The yield is 103.8%. As a reaction SMILES: [N:1]1([C:10]2[CH:11]=[C:12]([NH:16][C:17]3[C:22]([N+:23]([O-:25])=[O:24])=[CH:21][CH:20]=[CH:19][N:18]=3)[CH:13]=[CH:14][CH:15]=2)[C:9]2[C:4](=[CH:5][CH:6]=[CH:7][CH:8]=2)[CH:3]=[CH:2]1.[C:26](OC(=O)C)(=[O:28])[CH3:27].[Cl-].[Al+3].[Cl-].[Cl-].[OH-].[Na+]>C(Cl)Cl>[C:26]([C:3]1[C:4]2[C:9](=[CH:8][CH:7]=[CH:6][CH:5]=2)[N:1]([C:10]2[CH:11]=[C:12]([NH:16][C:17]3[C:22]([N+:23]([O-:25])=[O:24])=[CH:21][CH:20]=[CH:19][N:18]=3)[CH:13]=[CH:14][CH:15]=2)[CH:2]=1)(=[O:28])[CH3:27] |f:2.3.4.5,6.7|. Procedure: A mixture of 2-[3-(indol-1-yl)phenylamino]-3-nitropyridine (1.0 g), acetic anhydride (0.46 g), and aluminum chloride (1.21 g) in dry methylene chloride (10 ml) was stirred at room temperature for 3 hours. The reaction mixture was treated with 1N sodium hydroxide solution and precipitated brown crystals were collected, washed with water and dried to give 2-[3-(3-acetylindol-1-yl)phenylamino]-3-nitropyridine (1.17 g). The reactants are NC1=NN=NN1 (5-aminotetrazole), C(C)OC(OCC)OCC (triethoxymethane). The solvent is CCCCCC (hexane). Yields the product C(C)OC=NC1=NN=NN1 (5-(ethoxymethyleneamino)tetrazole). RXN SMILES: [NH2:1][C:2]1[NH:6][N:5]=[N:4][N:3]=1.[CH2:7]([O:9][CH:10](OCC)OCC)[CH3:8]>CCCCCC>[CH2:7]([O:9][CH:10]=[N:1][C:2]1[NH:6][N:5]=[N:4][N:3]=1)[CH3:8]. Procedure details: A mixture was prepared from 50 g of 5-aminotetrazole, 347 g of triethoxymethane and 500 ml of hexane and this was heated under nitrogen so that distillation took place at a moderate rate (head temperature about 60°-68° C.). Distillate was collected over a period of 6 hours with hexane being replaced in the reaction mixture as necessary. The mixture was then cooled to room temperature and the fine white needles that formed were collected by filtration, washed with hexane and vacuum oven dried wit... As a reaction SMILES: [CH3:1][c:2]1[c:3]([C:8]#[N:9])[n:4][cH:5][cH:6][cH:7]1.[Cl:21][CH2:22][Cl:23].[OH:10][O:11][C:12]([c:13]1[cH:14][c:15]([Cl:16])[cH:17][cH:18][cH:19]1)=[O:20]>>[CH3:1][c:2]1[c:3]([C:8]#[N:9])[n+:4]([O-:10])[cH:5][cH:6][cH:7]1. Product: Cc1ccc[n+]([O-])c1C#N. The reactants are Cc1cccnc1C#N, ClCCl, O=C(OO)c1cccc(Cl)c1. Starting materials: BrCC1CCC1, CC(C)(C)OC(=O)N1CCNCC1, CCN(C(C)C)C(C)C, ClCCl. Yields the product CC(C)(C)OC(=O)N1CCN(CC2CCC2)CC1. RXN SMILES: [Br:1][CH2:2][CH:3]1[CH2:4][CH2:5][CH2:6]1.[C:16](=[O:17])([O:18][C:19]([CH3:20])([CH3:21])[CH3:22])[N:23]1[CH2:24][CH2:25][NH:26][CH2:27][CH2:28]1.[CH:7]([N:8]([CH2:9][CH3:10])[CH:11]([CH3:12])[CH3:13])([CH3:14])[CH3:15].[Cl:29][CH2:30][Cl:31]>>[CH2:2]([CH:3]1[CH2:4][CH2:5][CH2:6]1)[N:26]1[CH2:25][CH2:24][N:23]([C:16](=[O:17])[O:18][C:19]([CH3:20])([CH3:21])[CH3:22])[CH2:28][CH2:27]1.